Dataset: the Open Reaction Database (ORD), a public repository of structured organic reaction records. Task: describe an organic reaction: reactants, conditions, products, and yield Starting materials: O1CCOCC1 (dioxane), C(#N)C1=CC=C(C=C1)B(O)O ((4-cyanophenyl)boronic acid), ClC1=CC=C(C=N1)C[N+]1=C2N(C(C(=C1[O-])I)=O)C=CC=C2 (1-[(6-chloro-3-pyridyl)methyl]-3-iodo-4-oxo-pyrido[1,2-a]pyrimidin-1-ium-2-olate), C([O-])([O-])=O.[Cs+].[Cs+] (caesium carbonate). Reagents/catalysts: C1(=CC=CC=C1)P(C1=CC=CC=C1)(C1=CC=CC=C1)[Pd](P(C1=CC=CC=C1)(C1=CC=CC=C1)C1=CC=CC=C1)(Cl)Cl (bis(triphenylphosphino)-palladium dichloride). Solvent: ClCCl.CO (dichloromethane methanol). Conditions: temperature 100 celsius. The product is ClC1=CC=C(C=N1)C[N+]1=C2N(C(C(=C1[O-])C1=CC=C(C=C1)C#N)=O)C=CC=C2 (1-[(6-chloro-3-pyridyl)methyl]-3-(4-cyanophenyl)-4-oxo-pyrido[1,2-a]pyrimidin-1-ium-2-olate). RXN SMILES: [C:1]([C:3]1[CH:8]=[CH:7][C:6](B(O)O)=[CH:5][CH:4]=1)#[N:2].[Cl:12][C:13]1[N:18]=[CH:17][C:16]([CH2:19][N+:20]2[C:25]([O-:26])=[C:24](I)[C:23](=[O:28])[N:22]3[CH:29]=[CH:30][CH:31]=[CH:32][C:21]=23)=[CH:15][CH:14]=1.C(=O)([O-])[O-].[Cs+].[Cs+].O1CCOCC1>C1(P([Pd](Cl)(Cl)P(C2C=CC=CC=2)(C2C=CC=CC=2)C2C=CC=CC=2)(C2C=CC=CC=2)C2C=CC=CC=2)C=CC=CC=1.ClCCl.CO>[Cl:12][C:13]1[N:18]=[CH:17][C:16]([CH2:19][N+:20]2[C:25]([O-:26])=[C:24]([C:6]3[CH:7]=[CH:8][C:3]([C:1]#[N:2])=[CH:4][CH:5]=3)[C:23](=[O:28])[N:22]3[CH:29]=[CH:30][CH:31]=[CH:32][C:21]=23)=[CH:15][CH:14]=1 |f:2.3.4,7.8|. Procedure details: To a mixture of 53 mg (0.36 mmol) (4-cyanophenyl)boronic acid, 100 mg (0.24 mmol) 1-[(6-chloro-3-pyridyl)methyl]-3-iodo-4-oxo-pyrido[1,2-a]pyrimidin-1-ium-2-olate (Synthesis described in WO 2009/099929), 35 mg (0.05 mmol) bis(triphenylphosphino)-palladium dichloride and 17 mg (0.05 mmol) caesium carbonate was added 160 ml of dioxane. The mixture was heated to 100° C. for 18 hours. Silica was added and the product was obtained by column chromatographie (dichloromethane/methanol) (24 mg).